This data is from the Open Reaction Database (ORD), a public repository of structured organic reaction records. The task is: describe an organic reaction: reactants, conditions, products, and yield The reactants are CN1CCN(C2CC3C4CCC5CC6OC6CC5(C)C4CCC3(C)C2O)CC1, C1CC2(CCN1)OCCO2. The product is CN1CCN(C2CC3C4CCC5CC(O)C(N6CCC7(CC6)OCCO7)CC5(C)C4CCC3(C)C2O)CC1. RXN SMILES: [O:1]1[CH:2]2[CH:3]1[CH2:4][CH:5]1[CH2:6][CH2:7][CH:8]3[CH:9]4[CH2:10][CH:11]([N:22]5[CH2:23][CH2:24][N:25]([CH3:28])[CH2:26][CH2:27]5)[CH:12]([OH:21])[C:13]4([CH3:14])[CH2:15][CH2:16][CH:17]3[C:18]1([CH3:20])[CH2:19]2.[O:29]1[CH2:30][CH2:31][O:32][C:33]12[CH2:34][CH2:35][NH:36][CH2:37][CH2:38]2>>[OH:1][CH:3]1[CH:2]([N:36]2[CH2:35][CH2:34][C:33]3([O:29][CH2:30][CH2:31][O:32]3)[CH2:38][CH2:37]2)[CH2:19][C:18]2([CH3:20])[CH:5]([CH2:4]1)[CH2:6][CH2:7][CH:8]1[CH:9]3[CH2:10][CH:11]([N:22]4[CH2:23][CH2:24][N:25]([CH3:28])[CH2:26][CH2:27]4)[CH:12]([OH:21])[C:13]3([CH3:14])[CH2:15][CH2:16][CH:17]12. Starting materials: O=C(Br)CBr, O=C([O-])[O-], CNc1ccccc1, ClCCl, [K+], [K+], O. The product is CN(C(=O)CBr)c1ccccc1. As a reaction SMILES: [Br:15][CH2:16][C:17](=[O:18])[Br:19].[C:9](=[O:10])([O-:11])[O-:12].[CH3:1][NH:2][c:3]1[cH:4][cH:5][cH:6][cH:7][cH:8]1.[Cl:21][CH2:22][Cl:23].[K+:13].[K+:14].[OH2:20]>>[CH3:1][N:2]([c:3]1[cH:4][cH:5][cH:6][cH:7][cH:8]1)[C:17]([CH2:16][Br:15])=[O:18]. Reactants: CC#N, ClCCl, CCO, CC(C)(C)N(c1ccc(Oc2ccc(NC(=O)NC3C4COc5c(F)ccc(F)c5C43)nc2)cc1)[SH](=O)=O, O=S(=O)(O)C(F)(F)F. The product is O=C(Nc1ccc(Oc2ccc(N[SH](=O)=O)cc2)cn1)NC1C2COc3c(F)ccc(F)c3C21. Reaction SMILES: [C:45](#[N:46])[CH3:47].[CH2:42]([Cl:43])[Cl:44].[CH3:39][CH2:40][OH:41].[F:1][c:2]1[cH:3][cH:4][c:5]([F:38])[c:6]2[c:11]1[O:10][CH2:9][CH:8]1[CH:7]2[CH:12]1[NH:13][C:14](=[O:15])[NH:16][c:17]1[n:18][cH:19][c:20]([O:23][c:24]2[cH:25][cH:26][c:27]([N:30]([SH:31](=[O:32])=[O:33])[C:34]([CH3:35])([CH3:36])[CH3:37])[cH:28][cH:29]2)[cH:21][cH:22]1.[S:48]([OH:49])([C:50]([F:51])([F:52])[F:53])(=[O:54])=[O:55]>>[F:1][c:2]1[cH:3][cH:4][c:5]([F:38])[c:6]2[c:11]1[O:10][CH2:9][CH:8]1[CH:7]2[CH:12]1[NH:13][C:14](=[O:15])[NH:16][c:17]1[n:18][cH:19][c:20]([O:23][c:24]2[cH:25][cH:26][c:27]([NH:30][SH:31](=[O:32])=[O:33])[cH:28][cH:29]2)[cH:21][cH:22]1.